From a dataset of the Open Reaction Database (ORD), a public repository of structured organic reaction records. describe an organic reaction: reactants, conditions, products, and yield The reactants are ClC1=C(C(=NN1C)C(F)(F)F)C=O (5-chloro-1-methyl-3-(trifluoromethyl)-1H-pyrazole-4-carbaldehyde), ClC1=CC=C(C=C1)O (4-chlorophenol), C([O-])([O-])=O.[K+].[K+] (potassium carbonate). Product: ClC1=CC=C(OC2=C(C(=NN2C)C(F)(F)F)C(=O)O)C=C1 (5-(4-chlorophenoxy)-1-methyl-3-(trifluoromethyl)-1H-pyrazole-4-carboxylic acid). RXN SMILES: Cl[C:2]1[N:6]([CH3:7])[N:5]=[C:4]([C:8]([F:11])([F:10])[F:9])[C:3]=1[CH:12]=[O:13].[Cl:14][C:15]1[CH:20]=[CH:19][C:18]([OH:21])=[CH:17][CH:16]=1.C(=O)([O-])[O-:23].[K+].[K+]>>[Cl:14][C:15]1[CH:20]=[CH:19][C:18]([O:21][C:2]2[N:6]([CH3:7])[N:5]=[C:4]([C:8]([F:11])([F:10])[F:9])[C:3]=2[C:12]([OH:13])=[O:23])=[CH:17][CH:16]=1 |f:2.3.4|. Procedure: The title compound was prepared using 5-chloro-1-methyl-3-(trifluoromethyl)-1H-pyrazole-4-carbaldehyde and 4-chlorophenol in the manner similar to the method in Production Example 1 above except potassium carbonate was used instead of potassium hydroxide. The reactants are CC(C)(C)O, CSC, COS(=O)(=O)OC, [K+], [OH-], O=C(CCc1ccc(Cl)cc1)C1(Sc2ccccc2)CC1. Yields the product Clc1ccc(CCC2(C3(Sc4ccccc4)CC3)CO2)cc1. RXN SMILES: [C:34]([OH:35])([CH3:36])([CH3:37])[CH3:38].[CH3:1][S:2][CH3:3].[CH3:4][O:5][S:6](=[O:7])(=[O:8])[O:9][CH3:10].[K+:33].[OH-:32].[c:11]1([S:17][C:18]2([C:21](=[O:22])[CH2:23][CH2:24][c:25]3[cH:26][cH:27][c:28]([Cl:31])[cH:29][cH:30]3)[CH2:19][CH2:20]2)[cH:12][cH:13][cH:14][cH:15][cH:16]1>>[O:9]1[CH2:10][C:21]1([C:18]1([S:17][c:11]2[cH:12][cH:13][cH:14][cH:15][cH:16]2)[CH2:19][CH2:20]1)[CH2:23][CH2:24][c:25]1[cH:26][cH:27][c:28]([Cl:31])[cH:29][cH:30]1. Starting materials: CC(=O)Nc1ccc(O)cc1, [H-], [Na+], Nc1cc(Sc2ccc(O)cc2)ccc1[N+](=O)[O-]. Yields the product CC(=O)Nc1ccc(Oc2ccc([N+](=O)[O-])c(N)c2)cc1. RXN SMILES: [C:1]([CH3:2])(=[O:3])[NH:4][c:5]1[cH:6][cH:7][c:8]([OH:11])[cH:9][cH:10]1.[H-:31].[Na+:30].[OH:12][c:13]1[cH:14][cH:15][c:16]([S:17][c:20]2[cH:21][c:22]([NH2:29])[c:23]([N+:26](=[O:27])[O-:28])[cH:24][cH:25]2)[cH:18][cH:19]1>>[C:1]([CH3:2])(=[O:3])[NH:4][c:5]1[cH:6][cH:7][c:8]([O:11][c:20]2[cH:21][c:22]([NH2:29])[c:23]([N+:26](=[O:27])[O-:28])[cH:24][cH:25]2)[cH:9][cH:10]1. The reactants are [BH4-], CO, CCOC(=O)c1ccc(OS(=O)(=O)C(F)(F)F)c2cccn12, [Na+], O. Yields the product O=S(=O)(Oc1ccc(CO)n2cccc12)C(F)(F)F. Reaction SMILES: [BH4-:23].[CH3:26][OH:27].[F:1][C:2]([S:3](=[O:4])(=[O:5])[O:6][c:7]1[cH:8][cH:9][c:10]([C:16](=[O:17])[O:18][CH2:19][CH3:20])[n:11]2[cH:12][cH:13][cH:14][c:15]12)([F:21])[F:22].[Na+:24].[OH2:25]>>[F:1][C:2]([S:3](=[O:4])(=[O:5])[O:6][c:7]1[cH:8][cH:9][c:10]([CH2:16][OH:17])[n:11]2[cH:12][cH:13][cH:14][c:15]12)([F:21])[F:22].